From a dataset of the Open Reaction Database (ORD), a public repository of structured organic reaction records. describe an organic reaction: reactants, conditions, products, and yield The reactants are Cl.CC1=C(C=CC(=C1)C)NN (1-(2,4-dimethylphenyl)hydrazine hydrochloride), CCOC(=O)CC1CCCCC1=O (ethyl 2-cyclohexanone acetate). Product: ClC1=CC=C(CN2C3=C(C=C(C=C3C=3CCCC(C23)CC(=O)O)C)C)C=C1 (9-p-Chlorobenzyl-6,8-dimethyl-1,2,3,4-tetrahydrocarbazol-1-yl-acetic acid). Reaction SMILES: [ClH:1].[CH3:2][C:3]1[CH:8]=[C:7]([CH3:9])[CH:6]=[CH:5][C:4]=1[NH:10]N.CC[O:14][C:15]([CH2:17][CH:18]1[C:23](=O)[CH2:22][CH2:21][CH2:20][CH2:19]1)=[O:16]>>[Cl:1][C:6]1[CH:7]=[CH:8][C:3]([CH2:2][N:10]2[C:23]3[CH:18]([CH2:17][C:15]([OH:14])=[O:16])[CH2:19][CH2:20][CH2:21][C:22]=3[C:5]3[C:4]2=[C:3]([CH3:2])[CH:8]=[C:7]([CH3:9])[CH:6]=3)=[CH:4][CH:5]=1 |f:0.1|. Procedure: Following the procedure of Example 34, but using 1-(2,4-dimethylphenyl)hydrazine hydrochloride and ethyl 2-cyclohexanone acetate in Step I as starting materials, the title compound was prepared. m.p. 187°-188° C. Reactants: BrC1=NN(C(=N1)C=CC1=NN2C(C(=NC=C2C)C)=N1)CC1=CC=C(C=C1)OC (2-(2-(3-bromo-1-(4-methoxybenzyl)-1H-1,2,4-triazol-5-yl)vinyl)-5,8-dimethyl-[1,2,4]triazolo[1,5-a]pyrazine), N1CCCC1 (pyrrolidine). The product is COC1=CC=C(CN2N=C(N=C2C=CC2=NN3C(C(=NC=C3C)C)=N2)N2CCCC2)C=C1 (2-{2-[2-(4-Methoxy-benzyl)-5-pyrrolidin-1-yl-2H-[1,2,4]triazol-3-yl]-vinyl}-5,8-dimethyl-[1,2,4]triazolo[1,5-a]pyrazine). Isolated yield 42.7%. Reaction SMILES: Br[C:2]1[N:6]=[C:5]([CH:7]=[CH:8][C:9]2[N:19]=[C:12]3[C:13]([CH3:18])=[N:14][CH:15]=[C:16]([CH3:17])[N:11]3[N:10]=2)[N:4]([CH2:20][C:21]2[CH:26]=[CH:25][C:24]([O:27][CH3:28])=[CH:23][CH:22]=2)[N:3]=1.[NH:29]1[CH2:33][CH2:32][CH2:31][CH2:30]1>>[CH3:28][O:27][C:24]1[CH:25]=[CH:26][C:21]([CH2:20][N:4]2[C:5]([CH:7]=[CH:8][C:9]3[N:19]=[C:12]4[C:13]([CH3:18])=[N:14][CH:15]=[C:16]([CH3:17])[N:11]4[N:10]=3)=[N:6][C:2]([N:29]3[CH2:33][CH2:32][CH2:31][CH2:30]3)=[N:3]2)=[CH:22][CH:23]=1. Reported procedure: Was prepared in the same manner as described in General Procedure Example 9 using 2-(2-(3-bromo-1-(4-methoxybenzyl)-1H-1,2,4-triazol-5-yl)vinyl)-5,8-dimethyl-[1,2,4]triazolo[1,5-a]pyrazine (55 mg, 125 μmol, Eq: 1.00) and pyrrolidine (17.8 mg, 20.7 μl, 250 μmol, Eq: 2) as starting materials. Chromatography afforded 2-{2-[2-(4-Methoxy-benzyl)-5-pyrrolidin-1-yl-2H-[1,2,4]triazol-3-yl]-vinyl}-5,8-dimethyl-[1,2,4]triazolo[1,5-a]pyrazine (23 mg, 42.8%) as a light yellow solid. MS: m/z=431.5 (M+H+) The reactants are N1(CCCC1)CC1NCCCC1 (2-(1-pyrrolidinylmethyl)piperidine), ClC1=CC=C(C=C1)CC(=O)O (4-chlorophenylacetic acid). Yields the product Cl.ClC1=CC=C(C=C1)CC(=O)N1C(CCCC1)CN1CCCC1 (1-(4-chlorophenylacetyl)-2-(1-pyrrolidinylmethyl) piperidine hydrochloride). Reaction SMILES: [N:1]1([CH2:6][CH:7]2[CH2:12][CH2:11][CH2:10][CH2:9][NH:8]2)[CH2:5][CH2:4][CH2:3][CH2:2]1.[Cl:13][C:14]1[CH:19]=[CH:18][C:17]([CH2:20][C:21](O)=[O:22])=[CH:16][CH:15]=1>>[ClH:13].[Cl:13][C:14]1[CH:19]=[CH:18][C:17]([CH2:20][C:21]([N:8]2[CH2:9][CH2:10][CH2:11][CH2:12][CH:7]2[CH2:6][N:1]2[CH2:5][CH2:4][CH2:3][CH2:2]2)=[O:22])=[CH:16][CH:15]=1 |f:2.3|. Procedure: Prepared from 2-(1-pyrrolidinylmethyl)piperidine and 4-chlorophenylacetic acid. Starting materials: CN(C)C=O (DMF), C(CCCCCCCCCCC)OC1=CC=C(C=C1)CC(=O)O (4-dodecyloxyphenylacetic acid), BrC(C(=O)O)C (2-bromopropionic acid), C([O-])([O-])=O.[K+].[K+] (potassium carbonate). The solvent is O (water). Run at temperature 80 celsius, time 2 hour. Product: C(CCCCCCCCCCC)OC1=CC=C(C=C1)CC(=O)OC(C)C(=O)OCC (1-ethoxycarbonylethyl 4-dodecyloxyphenylacetate). Yield: 76.0%. RXN SMILES: CN([CH:4]=[O:5])C.[CH2:6]([O:18][C:19]1[CH:24]=[CH:23][C:22]([CH2:25][C:26]([OH:28])=[O:27])=[CH:21][CH:20]=1)[CH2:7][CH2:8][CH2:9][CH2:10][CH2:11][CH2:12][CH2:13][CH2:14][CH2:15][CH2:16][CH3:17].Br[CH:30]([CH3:34])[C:31](O)=[O:32].[C:35](=O)([O-])[O-].[K+].[K+]>O>[CH2:6]([O:18][C:19]1[CH:24]=[CH:23][C:22]([CH2:25][C:26]([O:28][CH:30]([C:31]([O:5][CH2:4][CH3:35])=[O:32])[CH3:34])=[O:27])=[CH:21][CH:20]=1)[CH2:7][CH2:8][CH2:9][CH2:10][CH2:11][CH2:12][CH2:13][CH2:14][CH2:15][CH2:16][CH3:17] |f:3.4.5|. Reported procedure: To a DMF solution (30 ml) of 4-dodecyloxyphenylacetic acid (2.4 g, 7.5 mmol.) and 2-bromopropionic acid (1.5 g, 8 mmol.) was added potassium carbonate (1.5 g, 10 mmol.). The mixture was stirred at 80° C. for 2 hours. The reaction solution was cooled, to which was added water (50 ml). The mixture was subjected to extraction with IPE. The organic layer was washed with water, dried and concentrated under reduced pressure. The concentrate was purified by means of a silica gel chromatography (develop... Reactants: C1CCOC1, CC(C)O, [H-], Cc1cc(Cl)nc(Nc2ccccc2)n1, [Na+]. Yields the product Cc1cc(OC(C)C)nc(Nc2ccccc2)n1. RXN SMILES: [CH2:22]1[O:23][CH2:24][CH2:25][CH2:26]1.[CH:16]([CH3:17])([CH3:18])[OH:19].[H-:21].[NH:1]([c:2]1[cH:3][cH:4][cH:5][cH:6][cH:7]1)[c:8]1[n:9][c:10]([CH3:15])[cH:11][c:12]([Cl:14])[n:13]1.[Na+:20]>>[NH:1]([c:2]1[cH:3][cH:4][cH:5][cH:6][cH:7]1)[c:8]1[n:9][c:10]([CH3:15])[cH:11][c:12]([O:19][CH:16]([CH3:17])[CH3:18])[n:13]1.